Dataset: the Open Reaction Database (ORD), a public repository of structured organic reaction records. Task: describe an organic reaction: reactants, conditions, products, and yield The reactants are C(C)(C)(C)OC(NC1=NC(=C(C(=C1)C)CNC(=O)C=1C=NN(C1)CC1=CC=C(C=C1)CO)C)=O ([5-({[1-(4-Hydroxymethyl-benzyl)-1H-pyrazole-4-carbonyl]-amino}-methyl)-4,6-dimethyl-pyridin-2-yl]-carbamic acid tert-butyl ester), C[Si](C)(C)Cl (trimethylsilyl chloride), CS(=O)C (DMSO), C(=O)(O)[O-].[Na+] (NaHCO3). Conditions: time 10 minute. Product: C(C)(C)(C)OC(NC1=NC(=C(C(=C1)C)CNC(=O)C=1C=NN(C1)CC1=CC=C(C=C1)CCl)C)=O ([5-({[1-(4-Chloromethyl-benzyl)-1H-pyrazole-4-carbonyl]-amino}-methyl)-4,6-dimethyl-pyridin-2-yl]-carbamic acid tert-butyl ester). Reaction SMILES: [C:1]([O:5][C:6](=[O:34])[NH:7][C:8]1[CH:13]=[C:12]([CH3:14])[C:11]([CH2:15][NH:16][C:17]([C:19]2[CH:20]=[N:21][N:22]([CH2:24][C:25]3[CH:30]=[CH:29][C:28]([CH2:31]O)=[CH:27][CH:26]=3)[CH:23]=2)=[O:18])=[C:10]([CH3:33])[N:9]=1)([CH3:4])([CH3:3])[CH3:2].C[Si]([Cl:39])(C)C.CS(C)=O.C([O-])(O)=O.[Na+]>>[C:1]([O:5][C:6](=[O:34])[NH:7][C:8]1[CH:13]=[C:12]([CH3:14])[C:11]([CH2:15][NH:16][C:17]([C:19]2[CH:20]=[N:21][N:22]([CH2:24][C:25]3[CH:30]=[CH:29][C:28]([CH2:31][Cl:39])=[CH:27][CH:26]=3)[CH:23]=2)=[O:18])=[C:10]([CH3:33])[N:9]=1)([CH3:4])([CH3:3])[CH3:2] |f:3.4|. Reported procedure: A mixture of [5-({[1-(4-Hydroxymethyl-benzyl)-1H-pyrazole-4-carbonyl]-amino}-methyl)-4,6-dimethyl-pyridin-2-yl]-carbamic acid tert-butyl ester (100 mg, 0.2 mmol, for preparation see step D, example 16), trimethylsilyl chloride (47 mg, 0.4 mmol) and DMSO (4 mg, 0.06 mmol) was stirred at RT for 10 min. Aq. NaHCO3-solution was added and the mixture was extracted with ethyl acetate. The organic layer was dried over MgSO4 and concentrated in vacuo to yield the title compound which was used in the nex...